Dataset: the Open Reaction Database (ORD), a public repository of structured organic reaction records. Task: describe an organic reaction: reactants, conditions, products, and yield Product: Cc1ccc(C(=O)c2cccc(Cl)c2)c(Cl)n1. Starting materials: Clc1cccc(Br)c1, [Cl-], Cc1ccc(C(=O)O)c(Cl)n1, [Mg], [NH4+], C1CCOC1. RXN SMILES: [Br:2][c:3]1[cH:4][c:5]([Cl:9])[cH:6][cH:7][cH:8]1.[Cl-:21].[Cl:10][c:11]1[c:12]([C:13](=[O:14])[OH:15])[cH:16][cH:17][c:18]([CH3:20])[n:19]1.[Mg:1].[NH4+:22].[O:23]1[CH2:24][CH2:25][CH2:26][CH2:27]1>>[c:3]1([C:13]([c:12]2[c:11]([Cl:10])[n:19][c:18]([CH3:20])[cH:17][cH:16]2)=[O:14])[cH:4][c:5]([Cl:9])[cH:6][cH:7][cH:8]1. The reactants are Br.BrCCN (2-bromoethylamine hydrobromide), COCCOC (1,2-dimethoxyethane), COCCOC (1,2-dimethoxyethane), Cl.C(CCC=CCCCCCCCCC)NC1=C(C(=O)Cl)C=CC=C1 (2-(4-tetradecenylamino)benzoyl chloride hydrochloride). Reagents/catalysts: CN(C1=CC=NC=C1)C (4-dimethylaminopyridine). Run in C(C)N(CC)CC (triethylamine). The product is C(CCC=CCCCCCCCCC)NC1=C(C=CC=C1)C=1OCCN1 (2-[2-(4-tetradecenylamino)phenyl]oxazoline). Reaction SMILES: Br.Br[CH2:3][CH2:4][NH2:5].COCCOC.Cl.[CH2:13]([NH:27][C:28]1[CH:36]=[CH:35][CH:34]=[CH:33][C:29]=1[C:30](Cl)=[O:31])[CH2:14][CH2:15][CH:16]=[CH:17][CH2:18][CH2:19][CH2:20][CH2:21][CH2:22][CH2:23][CH2:24][CH2:25][CH3:26]>CN(C)C1C=CN=CC=1.C(N(CC)CC)C>[CH2:13]([NH:27][C:28]1[CH:36]=[CH:35][CH:34]=[CH:33][C:29]=1[C:30]1[O:31][CH2:3][CH2:4][N:5]=1)[CH2:14][CH2:15][CH:16]=[CH:17][CH2:18][CH2:19][CH2:20][CH2:21][CH2:22][CH2:23][CH2:24][CH2:25][CH3:26] |f:0.1,3.4|. Procedure: To a slurry of 15 g. of 2-bromoethylamine hydrobromide in 150 ml. of 1,2-dimethoxyethane are added simultaneously solutions of 31 g. of 2-(4-tetradecenylamino)benzoyl chloride hydrochloride in 60 ml. of 1,2-dimethoxyethane and 50 cc. of triethylamine (dropwise). Upon addition of 0.5 g. of 4-dimethylaminopyridine the mixture is stirred at room temperature overnight. The solution is refluxed for one hour and filtered. The solid is oven dried and partitioned between methylene chloride and water. Th... Starting materials: C=O, ClCCl, CO, Cc1ccc(-n2oc(=O)[nH]c2=O)cc1, O. Product: Cc1ccc(-n2oc(=O)n(CO)c2=O)cc1. As a reaction SMILES: [CH2:15]=[O:16].[CH2:20]([Cl:21])[Cl:22].[CH3:18][OH:19].[CH3:1][c:2]1[cH:3][cH:4][c:5](-[n:8]2[o:9][c:10](=[O:14])[nH:11][c:12]2=[O:13])[cH:6][cH:7]1.[OH2:17]>>[CH3:1][c:2]1[cH:3][cH:4][c:5](-[n:8]2[o:9][c:10](=[O:14])[n:11]([CH2:15][OH:16])[c:12]2=[O:13])[cH:6][cH:7]1. The reactants are C1(=CC=CC=C1)C1OCC(C=2C1=NC=CC2)=O (8-phenylpyrano [3,4-b]pyridin-5-one), C(C1=CC=CC=C1)N (benzylamine), CN(C)C=O (DMF). Product: C(C1=CC=CC=C1)N1C(C=2C=CC=NC2C(=C1)C1=CC=CC=C1)=O (6-benzyl-8-phenyl-1,6-naphthyridin-5-one). Yield: 51.0%. As a reaction SMILES: [C:1]1([CH:7]2[C:12]3=[N:13][CH:14]=[CH:15][CH:16]=[C:11]3[C:10](=[O:17])CO2)[CH:6]=[CH:5][CH:4]=[CH:3][CH:2]=1.[CH2:18]([NH2:25])[C:19]1[CH:24]=[CH:23][CH:22]=[CH:21][CH:20]=1.[CH3:26]N(C=O)C>>[CH2:18]([N:25]1[CH:26]=[C:7]([C:1]2[CH:2]=[CH:3][CH:4]=[CH:5][CH:6]=2)[C:12]2[N:13]=[CH:14][CH:15]=[CH:16][C:11]=2[C:10]1=[O:17])[C:19]1[CH:24]=[CH:23][CH:22]=[CH:21][CH:20]=1. Procedure details: To a solution of 8-phenylpyrano [3,4-b]pyridin-5-one (100 mg, 0.45 mmoles) in 5 ml DMF was added benzylamine (0,006 ml, 0.54 mmoles) under nitrogen. The reaction mixture was heated overnight to 80° C., cooled and concentrated under vacuum to give 253 mg of crude product. The crude product was chromatographed eluting with 1:1 EtOAc/Hexanes to give 72 mg (51% yield) of the desired 6-benzyl-8-phenyl-1,6-naphthyridin-5-one as a white solid. Characteristic analytical data are as follows: mp 166°-167°... Starting materials: C(C)(=O)O[C@H]1[C@@H]([C@H]2N=C(S[C@H]2O[C@@H]1COC(C)=O)NCCC1CC1)OC(C)=O ((3aR,5R,6S,7R,7aR)-5-(acetoxymethyl)-2-(2-cyclopropylethylamino)-5,6,7,7a-tetrahydro-3aH-pyrano[3,2-d]thiazole-6,7-diyl diacetate), N (NH3). Solvent: CO (MeOH). Reaction conditions: time 8 hour. Product: C1(CC1)CCNC=1S[C@@H]2[C@H](N1)[C@H]([C@@H]([C@H](O2)CO)O)O ((3aR,5R,6S,7R,7aR)-2-(2-cyclopropylethylamino)-5-(hydroxymethyl)-5,6,7,7a-tetrahydro-3aH-pyrano[3,2-d]thiazole-6,7-diol). Yield: 86.7%. As a reaction SMILES: C([O:4][C@@H:5]1[C@@H:13]([CH2:14][O:15]C(=O)C)[O:12][C@H:11]2[C@H:7]([N:8]=[C:9]([NH:19][CH2:20][CH2:21][CH:22]3[CH2:24][CH2:23]3)[S:10]2)[C@H:6]1[O:25]C(=O)C)(=O)C.N>CO>[CH:22]1([CH2:21][CH2:20][NH:19][C:9]2[S:10][C@H:11]3[O:12][C@H:13]([CH2:14][OH:15])[C@@H:5]([OH:4])[C@H:6]([OH:25])[C@H:7]3[N:8]=2)[CH2:24][CH2:23]1. Procedure: A solution of (3aR,5R,6S,7R,7aR)-5-(acetoxymethyl)-2-(2-cyclopropylethylamino)-5,6,7,7a-tetrahydro-3aH-pyrano[3,2-d]thiazole-6,7-diyl diacetate (15 g, 36 mmol) in MeOH (400 mL) was bubbled with NH3(g) for 2 h. After stirred overnight at room temperature, the reaction mixture was condensed to give a residue, which was washed with hot ethyl acetate to provide the title compound as a white solid (9 g, 86%). (ES, m/z): [M+H]+289.0; 1H NMR (300 MHz, CDCl3) δ 6.18-6.20 (d, J=6.3 Hz, 1H), 4.10-4.12 (m,... Reactants: CN1C(N(C(C=2C1=C(NC2C2=CC=CC=C2)C=O)=O)C)=O (1,3-dimethyl-2,4-dioxo-5-phenyl-2,3,4,6-tetrahydro-1H-pyrrolo[3,4-d]pyrimidine-7-carbaldehyde), CN1C(N(C(C=2C1=CNC2C=2C=C(C#N)C=CC2)=O)C)=O (3-(1,3-Dimethyl-2,4-dioxo-2,3,4,6-tetrahydro-1H-pyrrolo[3,4-d]pyrimidin-5-yl)benzonitrile). The product is C(=O)C=1NC(=C2C1N(C(N(C2=O)C)=O)C)C=2C=C(C#N)C=CC2 (3-(7-Formyl-1,3-dimethyl-2,4-dioxo-2,3,4,6-tetrahydro-1H-pyrrolo[3,4-d]pyrimidin-5-yl)benzonitrile). As a reaction SMILES: [CH3:1][N:2]1[C:7]2=[C:8]([CH:17]=[O:18])[NH:9][C:10]([C:11]3[CH:16]=[CH:15][CH:14]=[CH:13][CH:12]=3)=[C:6]2[C:5](=[O:19])[N:4]([CH3:20])[C:3]1=[O:21].[CH3:22][N:23]1C2=CNC(C3C=C(C=CC=3)C#N)=C2C(=O)N(C)C1=O>>[CH:17]([C:8]1[NH:9][C:10]([C:11]2[CH:16]=[C:15]([CH:14]=[CH:13][CH:12]=2)[C:22]#[N:23])=[C:6]2[C:5](=[O:19])[N:4]([CH3:20])[C:3](=[O:21])[N:2]([CH3:1])[C:7]=12)=[O:18]. Procedure: The title compound was prepared in a similar manner to 1,3-dimethyl-2,4-dioxo-5-phenyl-2,3,4,6-tetrahydro-1H-pyrrolo[3,4-d]pyrimidine-7-carbaldehyde (Intermediate Na), starting from 3-(1,3-dimethyl-2,4-dioxo-2,3,4,6-tetrahydro-1H-pyrrolo[3,4-d]pyrimidin-5-yl)benzonitrile (Example 9.0 Step 4) and omitting step 1. Reactants: CO, O=C[O-], CC(Nc1cc(C2=CCN(S(C)(=O)=O)CC2)cc(Nc2cnccn2)n1)c1ccc(F)cc1, [NH4+], [OH-], [OH-], [Pd+2]. Yields the product CC(Nc1cc(C2CCN(S(C)(=O)=O)CC2)cc(Nc2cnccn2)n1)c1ccc(F)cc1. As a reaction SMILES: [CH3:38][OH:39].[CH:34]([O-:35])=[O:36].[F:1][c:2]1[cH:3][cH:4][c:5]([CH:8]([CH3:9])[NH:10][c:11]2[n:12][c:13]([NH:27][c:28]3[n:29][cH:30][cH:31][n:32][cH:33]3)[cH:14][c:15]([C:17]3=[CH:22][CH2:21][N:20]([S:23](=[O:24])(=[O:25])[CH3:26])[CH2:19][CH2:18]3)[cH:16]2)[cH:6][cH:7]1.[NH4+:37].[OH-:40].[OH-:42].[Pd+2:41]>>[F:1][c:2]1[cH:3][cH:4][c:5]([CH:8]([CH3:9])[NH:10][c:11]2[n:12][c:13]([NH:27][c:28]3[n:29][cH:30][cH:31][n:32][cH:33]3)[cH:14][c:15]([CH:17]3[CH2:18][CH2:19][N:20]([S:23](=[O:24])(=[O:25])[CH3:26])[CH2:21][CH2:22]3)[cH:16]2)[cH:6][cH:7]1. The reactants are N#Cc1c(N)cccc1F, OCCCOc1ccccc1. Yields the product N#Cc1c(N)cccc1OCCCOc1ccccc1. As a reaction SMILES: [NH2:12][c:13]1[c:14]([C:15]#[N:16])[c:17]([F:21])[cH:18][cH:19][cH:20]1.[O:1]([c:2]1[cH:3][cH:4][cH:5][cH:6][cH:7]1)[CH2:8][CH2:9][CH2:10][OH:11]>>[O:1]([c:2]1[cH:3][cH:4][cH:5][cH:6][cH:7]1)[CH2:8][CH2:9][CH2:10][O:11][c:17]1[c:14]([C:15]#[N:16])[c:13]([NH2:12])[cH:20][cH:19][cH:18]1. The reactants are CCOc1cncc(C(CC(=O)O)N2CCN(CCCc3cccc(NCc4ccc(OC)cc4)n3)C2=O)c1, ClCCl, O=C(O)C(F)(F)F. Yields the product CCOc1cncc(C(CC(=O)O)N2CCN(CCCc3cccc(N)n3)C2=O)c1. Reaction SMILES: [CH2:1]([CH3:2])[O:3][c:4]1[cH:5][c:6]([CH:10]([CH2:11][C:12](=[O:13])[OH:14])[N:15]2[C:16](=[O:39])[N:17]([CH2:20][CH2:21][CH2:22][c:23]3[n:24][c:25]([NH:29][CH2:30][c:31]4[cH:32][cH:33][c:34]([O:35][CH3:36])[cH:37][cH:38]4)[cH:26][cH:27][cH:28]3)[CH2:18][CH2:19]2)[cH:7][n:8][cH:9]1.[Cl:47][CH2:48][Cl:49].[F:40][C:41]([F:42])([F:43])[C:44]([OH:45])=[O:46]>>[CH2:1]([CH3:2])[O:3][c:4]1[cH:5][c:6]([CH:10]([CH2:11][C:12](=[O:13])[OH:14])[N:15]2[C:16](=[O:39])[N:17]([CH2:20][CH2:21][CH2:22][c:23]3[n:24][c:25]([NH2:29])[cH:26][cH:27][cH:28]3)[CH2:18][CH2:19]2)[cH:7][n:8][cH:9]1. The reactants are C(C)OC(CC(=O)C1CCCC1)=O (3-Cyclopentyl-3-oxo-propionic acid ethyl ester), O (Water), C1CCC2=NCCCN2CC1 (DBU), N(=[N+]=[N-])C1=C(C=CC=C1)F (1-azido-2-fluorobenzene). The solvent is CN(C)C=O (DMF), CN(C)C=O (DMF). Run at time 15 minute. Product: C1(CCCC1)C1=C(N=NN1C1=C(C=CC=C1)F)C(=O)OCC (Ethyl 5-cyclopentyl-1-(2-fluorophenyl)-1H-1,2,3-triazole-4-carboxylate). As a reaction SMILES: C1CCN2C(=NCCC2)CC1.[CH2:12]([O:14][C:15](=[O:24])[CH2:16][C:17]([CH:19]1[CH2:23][CH2:22][CH2:21][CH2:20]1)=O)[CH3:13].[N:25]([C:28]1[CH:33]=[CH:32][CH:31]=[CH:30][C:29]=1[F:34])=[N+:26]=[N-:27].O>CN(C=O)C>[CH:19]1([C:17]2[N:25]([C:28]3[CH:33]=[CH:32][CH:31]=[CH:30][C:29]=3[F:34])[N:26]=[N:27][C:16]=2[C:15]([O:14][CH2:12][CH3:13])=[O:24])[CH2:23][CH2:22][CH2:21][CH2:20]1. Procedure details: DBU (2.99 ml; 20.06 mmol; 1.10 eq.) was dissolved in DMF (25 ml) and put under nitrogen atmosphere. 3-Cyclopentyl-3-oxo-propionic acid ethyl ester (Pharmacore, 3.695 g; 20.06 mmol; 1.10 eq.) was added to the mixture and it was stirred for 15 min. Then a solution of 1-azido-2-fluorobenzene, prepared according to Platz, M. S. et al. J. Org. Chem. 1989, 54, 5938-5945, (2.5 g; 18.23 mmol; 1 eq.) in DMF (5 mL) was added dropwise to the solution at room temperature. The mixture was stirred at 90° C. f...